describe an organic reaction: reactants, conditions, products, and yield From a dataset of the Open Reaction Database (ORD), a public repository of structured organic reaction records. Reactants: C(C)(C)(C)OC(=O)N1CCN(CC1)C1=NC(=CN=C1)NCC1=CC(=CC=C1)Cl (6′-(3-chloro-benzylamino)-2,3,5,6-tetrahydro-[1,2′]bipyrazinyl-4-carboxylic acid tert-butyl ester), FC(C(=O)O)(F)F (trifluoroacetic acid), [OH-].[Na+] (NaOH). Run in C(Cl)Cl (CH2Cl2). Conditions: time 3 hour. Product: ClC=1C=C(CNC2=CN=CC(=N2)N2CCNCC2)C=CC1 ((3-Chloro-benzyl)-(3,4,5,6-tetrahydro-2H-[1,2′]bipyrazinyl-6′-yl)-amine). Reaction SMILES: C(OC([N:8]1[CH2:13][CH2:12][N:11]([C:14]2[CH:19]=[N:18][CH:17]=[C:16]([NH:20][CH2:21][C:22]3[CH:27]=[CH:26][CH:25]=[C:24]([Cl:28])[CH:23]=3)[N:15]=2)[CH2:10][CH2:9]1)=O)(C)(C)C.FC(F)(F)C(O)=O.[OH-].[Na+]>C(Cl)Cl>[Cl:28][C:24]1[CH:23]=[C:22]([CH:27]=[CH:26][CH:25]=1)[CH2:21][NH:20][C:16]1[N:15]=[C:14]([N:11]2[CH2:10][CH2:9][NH:8][CH2:13][CH2:12]2)[CH:19]=[N:18][CH:17]=1 |f:2.3|. Procedure: The title compound (2-A) was prepared from 6′-(3-chloro-benzylamino)-2,3,5,6-tetrahydro-[1,2′]bipyrazinyl-4-carboxylic acid tert-butyl ester (I-2b). To a solution of (I-2b) in CH2Cl2 was added trifluoroacetic acid. After stirring at room temperature for 3 h, the mixture was poured into 1N NaOH and extracted with CH2Cl2 (1×35 mL). The organic layer was washed with brine, dried and concentrated to afford the title compound as a free amine (2-A). The reactants are O=C(O)c1ccc(Cn2c(C(=O)CBr)c(-c3ccccc3)c3cc(Cl)ccc3c2=O)cc1, CC(N)=S, CN(C)C=O, O. Product: CC(N)=CC(=O)c1c(-c2ccccc2)c2cc(Cl)ccc2c(=O)n1Cc1ccc(C(=O)O)cc1. RXN SMILES: [Br:1][CH2:2][C:3](=[O:4])[c:5]1[n:6]([CH2:23][c:24]2[cH:25][cH:26][c:27]([C:28](=[O:29])[OH:30])[cH:31][cH:32]2)[c:7](=[O:22])[c:8]2[cH:9][cH:10][c:11]([Cl:21])[cH:12][c:13]2[c:14]1-[c:15]1[cH:16][cH:17][cH:18][cH:19][cH:20]1.[CH3:33][C:34]([NH2:35])=[S:36].[O:38]=[CH:39][N:40]([CH3:41])[CH3:42].[OH2:37]>>[CH:2]([C:3](=[O:4])[c:5]1[n:6]([CH2:23][c:24]2[cH:25][cH:26][c:27]([C:28](=[O:29])[OH:30])[cH:31][cH:32]2)[c:7](=[O:22])[c:8]2[cH:9][cH:10][c:11]([Cl:21])[cH:12][c:13]2[c:14]1-[c:15]1[cH:16][cH:17][cH:18][cH:19][cH:20]1)=[C:34]([CH3:33])[NH2:35].